From a dataset of the Open Reaction Database (ORD), a public repository of structured organic reaction records. describe an organic reaction: reactants, conditions, products, and yield Reactants: COC(=O)C1CCC(Oc2cccc(Cl)c2)CC1, NN, O. Yields the product NNC(=O)C1CCC(Oc2cccc(Cl)c2)CC1. RXN SMILES: [CH3:1][O:2][C:3](=[O:4])[CH:5]1[CH2:6][CH2:7][CH:8]([O:11][c:12]2[cH:13][c:14]([Cl:18])[cH:15][cH:16][cH:17]2)[CH2:9][CH2:10]1.[NH2:20][NH2:21].[OH2:19]>>[O:2]=[C:3]([CH:5]1[CH2:6][CH2:7][CH:8]([O:11][c:12]2[cH:13][c:14]([Cl:18])[cH:15][cH:16][cH:17]2)[CH2:9][CH2:10]1)[NH:20][NH2:21]. Starting materials: C1(=CC=CC=C1)C(C)=C1C(NC2=CC=CC=C12)=O (3-(1-phenyl-ethylidene)-1,3-dihydro-indol-2-one), C(=O)([O-])[O-].[K+].[K+] (K2CO3), CNCCNC (N,N′-dimethylethylenediamine), IC=1C=C(C(=O)OCC)C=CC1 (ethyl 3-iodobenzoate). Reagents/catalysts: [Cu]I (CuI). Solvent: C(C)#N (acetonitrile). Conditions: temperature 80 celsius, time 23 hour. Product: C(C)OC(C1=CC(=CC=C1)N1C(C(C2=CC=CC=C12)=C(C)C1=CC=CC=C1)=O)=O (3-[2-oxo-3-(1-phenyl-ethylidene)-2,3-dihydro-indol-1-yl]-benzoic acid ethyl ester). Isolated yield 88.8%. RXN SMILES: [C:1]1([C:7](=[C:9]2[C:17]3[C:12](=[CH:13][CH:14]=[CH:15][CH:16]=3)[NH:11][C:10]2=[O:18])[CH3:8])[CH:6]=[CH:5][CH:4]=[CH:3][CH:2]=1.C([O-])([O-])=O.[K+].[K+].CNCCNC.I[C:32]1[CH:33]=[C:34]([CH:40]=[CH:41][CH:42]=1)[C:35]([O:37][CH2:38][CH3:39])=[O:36]>[Cu]I.C(#N)C>[CH2:38]([O:37][C:35](=[O:36])[C:34]1[CH:40]=[CH:41][CH:42]=[C:32]([N:11]2[C:12]3[C:17](=[CH:16][CH:15]=[CH:14][CH:13]=3)[C:9](=[C:7]([C:1]3[CH:2]=[CH:3][CH:4]=[CH:5][CH:6]=3)[CH3:8])[C:10]2=[O:18])[CH:33]=1)[CH3:39] |f:1.2.3|. Procedure: A Schlenk tube was charged with CuI (9.6 mg, 0.050 mmol, 5.0 mol %), 3-(1-phenyl-ethylidene)-1,3-dihydro-indol-2-one (352.7 mg, 1.5 mmol), and K2CO3 (276 mg, 2.0 mmol), evacuated, and backfilled with argon. N,N′-dimethylethylenediamine (11 uL, 0.10 mmol, 10 mol %), ethyl 3-iodobenzoate (278.8 mg, 1.01 mmol), and acetonitrile (1.5 ml) were added under argon. The Schlenk tube was sealed with a Teflon valve and the reaction mixture was stirred at 80° C. for 23 h. The reaction was monitored by HPLC.... Product: C(C)(=O)O.C(N)(=N)C1=CC=C(CNC(C(OC)C2=C(C(=CC=C2F)NC2=CC=CC=C2)F)=O)C=C1 ((RS)-N-(4-carbamimidoyl-benzyl)-2-(2,6-difluoro-3-phenylamino-phenyl)-2-methoxy-acetamide acetate). Procedure details: To a stirred solution of (RS)-2-(2,6-difluoro-3-phenylamino-phenyl)-N-[4-(N-hydroxycarbamimidoyl)-benzyl]-2-methoxy-acetamide (106 mg) at rt in ethanol (5 ml) under an argon atmosphere were added 5 drops of acetic acid and and a catalytic amount of Raney-Nickel. The mixture was then stirred at rt under a hydrogen atmosphere for 23 h. The catalyst was filtered off and the filtrate was concentrated. The crude product was purified using flash chromatography (EtOAc/acetone/H2O/HOAc 6:2:1:1) to give ... Reagents/catalysts: C(C)(=O)O (acetic acid), [Ni] (Raney-Nickel). Conditions: time 23 hour. As a reaction SMILES: [F:1][C:2]1[C:7]([NH:8][C:9]2[CH:14]=[CH:13][CH:12]=[CH:11][CH:10]=2)=[CH:6][CH:5]=[C:4]([F:15])[C:3]=1[CH:16]([O:31][CH3:32])[C:17]([NH:19][CH2:20][C:21]1[CH:26]=[CH:25][C:24]([C:27](=[NH:30])[NH:28]O)=[CH:23][CH:22]=1)=[O:18].C([OH:35])C>C(O)(=O)C.[Ni]>[C:16]([OH:31])(=[O:35])[CH3:17].[C:27]([C:24]1[CH:23]=[CH:22][C:21]([CH2:20][NH:19][C:17](=[O:18])[CH:16]([C:3]2[C:4]([F:15])=[CH:5][CH:6]=[C:7]([NH:8][C:9]3[CH:10]=[CH:11][CH:12]=[CH:13][CH:14]=3)[C:2]=2[F:1])[O:31][CH3:32])=[CH:26][CH:25]=1)(=[NH:28])[NH2:30] |f:4.5|. Reactants: FC1=C(C(=CC=C1NC1=CC=CC=C1)F)C(C(=O)NCC1=CC=C(C=C1)C(NO)=N)OC ((RS)-2-(2,6-difluoro-3-phenylamino-phenyl)-N-[4-(N-hydroxycarbamimidoyl)-benzyl]-2-methoxy-acetamide), C(C)O (ethanol). Starting materials: [Cl-].[Cl-].[Cl-].[Al+3] (aluminum trichloride), C(C)NCC (diethylamine), O[C@H]1C[C@H](C1)C(=O)OCC1=CC=CC=C1 (benzyl cis-3-hydroxycyclobutane carboxylate), C([O-])(O)=O.[Na+] (sodium bicarbonate). Run in ClCCl (dichloromethane). Conditions: time 24 hour. Yields the product C(C)N(C(=O)[C@@H]1C[C@@H](C1)O)CC (N,N-diethyl-cis-3-hydroxycyclobutane carboxamide). The yield is 93.7%. RXN SMILES: [Cl-].[Cl-].[Cl-].[Al+3].[CH2:5]([NH:7][CH2:8][CH3:9])[CH3:6].[OH:10][C@@H:11]1[CH2:14][C@H:13]([C:15]([O:17]CC2C=CC=CC=2)=O)[CH2:12]1.C(=O)(O)[O-].[Na+]>ClCCl>[CH2:5]([N:7]([CH2:8][CH3:9])[C:15]([C@H:13]1[CH2:12][C@@H:11]([OH:10])[CH2:14]1)=[O:17])[CH3:6] |f:0.1.2.3,6.7|. Procedure: To a solution of aluminum trichloride (533 mg, 4 mmol) in dichloromethane (4 mL) were added diethylamine (1.67 mL, 16 mmol) and benzyl cis-3-hydroxycyclobutane carboxylate (413 mg, 2.0 mmol) at 0° C., and then the mixture was stirred at room temperature for 24 hours. To the reaction solution was added saturated aqueous sodium bicarbonate, and the mixture was filtered through celite, and then extracted with ethyl acetate, dried over magnesium sulfate and filtered. The filtrate was evaporated and ... Reactants: ClC1=CC=C2C(=CNC2=C1)C(=O)N1CCC2(CC1)OC(C1=C2C=CC(=C1)F)=O (1′-[(6-chloro-1H-indol-3-yl)carbonyl]-5-fluoro-3H-spiro[2-benzofuran-1,4′-piperidin]-3-one), ClCC(=O)C1=CC(=CC=C1)F (2-chloro-1-(3-fluoro-phenyl)-ethanone). The product is ClC1=CC=C2C(=CN(C2=C1)CC(=O)C1=CC(=CC=C1)F)C(=O)N1CCC2(CC1)OC(C1=C2C=CC(=C1)F)=O (1′-({6-Chloro-1-[2-(3-fluorophenyl)-2-oxoethyl]-1H-indol-3-yl}carbonyl)-5-fluoro-3H-spiro[2-benzofuran-1,4′-piperidin]-3-one). As a reaction SMILES: [Cl:1][C:2]1[CH:10]=[C:9]2[C:5]([C:6]([C:11]([N:13]3[CH2:18][CH2:17][C:16]4([C:22]5[CH:23]=[CH:24][C:25]([F:27])=[CH:26][C:21]=5[C:20](=[O:28])[O:19]4)[CH2:15][CH2:14]3)=[O:12])=[CH:7][NH:8]2)=[CH:4][CH:3]=1.Cl[CH2:30][C:31]([C:33]1[CH:38]=[CH:37][CH:36]=[C:35]([F:39])[CH:34]=1)=[O:32]>>[Cl:1][C:2]1[CH:10]=[C:9]2[C:5]([C:6]([C:11]([N:13]3[CH2:18][CH2:17][C:16]4([C:22]5[CH:23]=[CH:24][C:25]([F:27])=[CH:26][C:21]=5[C:20](=[O:28])[O:19]4)[CH2:15][CH2:14]3)=[O:12])=[CH:7][N:8]2[CH2:30][C:31]([C:33]2[CH:38]=[CH:37][CH:36]=[C:35]([F:39])[CH:34]=2)=[O:32])=[CH:4][CH:3]=1. Procedure details: Following the general procedure III as described above, the alkylation of 1′-[(6-chloro-1H-indol-3-yl)carbonyl]-5-fluoro-3H-spiro[2-benzofuran-1,4′-piperidin]-3-one (prepared according to example 19) with commercially available 2-chloro-1-(3-fluoro-phenyl)-ethanone gave the title compound. Starting materials: COc1ccc(C=O)cc1, CS(C)=O, C[S+](C)C, [H-], [I-], [Na+], C1CCOC1, O. Yields the product COc1ccc(C2CO2)cc1. RXN SMILES: [CH3:12][O:13][c:14]1[cH:15][cH:16][c:17]([CH:18]=[O:19])[cH:20][cH:21]1.[CH3:3][S:4](=[O:5])[CH3:6].[CH3:8][S+:9]([CH3:10])[CH3:11].[H-:1].[I-:7].[Na+:2].[O:23]1[CH2:24][CH2:25][CH2:26][CH2:27]1.[OH2:22]>>[CH2:8]1[CH:18]([c:17]2[cH:16][cH:15][c:14]([O:13][CH3:12])[cH:21][cH:20]2)[O:19]1. The reactants are C(#N)CC1=CC=C(C=C1)C1=CCC(CC1)C(CCC(C)S(=O)(=O)N)C (2-[4-(4-cyanomethylphenyl)-3-cyclohexen-1-yl]propyl 2-propanesulfonamide), [OH-].[Na+] (sodium hydroxide), S([O-])(O)(=O)=O.[Na+] (sodium bisulfate). Solvent: O1CCOCC1 (dioxane). Conditions: temperature 100 celsius. Yields the product C(=O)(O)CC1=CC=C(C=C1)C1=CCC(CC1)C(CCC(C)S(=O)(=O)N)C (2-[4-(4-carboxymethylphenyl)-3-cyclohexen-1-yl]propyl 2-propanesulfonamide). RXN SMILES: [C:1]([CH2:3][C:4]1[CH:9]=[CH:8][C:7]([C:10]2[CH2:15][CH2:14][CH:13]([CH:16]([CH3:25])[CH2:17][CH2:18][CH:19]([S:21]([NH2:24])(=[O:23])=[O:22])[CH3:20])[CH2:12][CH:11]=2)=[CH:6][CH:5]=1)#N.[OH-:26].[Na+].S(=O)(=O)(O)[O-:29].[Na+]>O1CCOCC1>[C:1]([CH2:3][C:4]1[CH:9]=[CH:8][C:7]([C:10]2[CH2:15][CH2:14][CH:13]([CH:16]([CH3:25])[CH2:17][CH2:18][CH:19]([S:21]([NH2:24])(=[O:23])=[O:22])[CH3:20])[CH2:12][CH:11]=2)=[CH:6][CH:5]=1)([OH:29])=[O:26] |f:1.2,3.4|. Reported procedure: To a solution of N-[2-[4-(4-cyanomethylphenyl)-3-cyclohexen-1-yl]propyl 2-propanesulfonamide (see Example 15) in dioxane is added 5 N sodium hydroxide. The mixture is heated to 100° C. for 24 hr. The mixture is then cooled, and acidified with 10% aqueous sodium bisulfate. The mixture is extracted three times with ethyl acetate and the combined organic extracts are dried, filtered and concentrated in vacuo to afford the title compound.